Dataset: the Open Reaction Database (ORD), a public repository of structured organic reaction records. Task: describe an organic reaction: reactants, conditions, products, and yield The reactants are C1CCOC1, CC(C)(C)OC(=O)CC(Cc1ccc(Cl)cc1)C(=O)N1COCC1CC1C=CC=CC1=O, OO. Product: CC(C)(C)OC(=O)CC(Cc1ccc(Cl)cc1)C(=O)O. Reaction SMILES: [CH2:35]1[O:36][CH2:37][CH2:38][CH2:39]1.[O:1]=[C:2]1[CH:3]=[CH:4][CH:5]=[CH:6][CH:7]1[CH2:8][CH:9]1[CH2:29][O:30][CH2:31][N:32]1[C:10]([CH:11]([CH2:12][C:13](=[O:14])[O:15][C:16]([CH3:17])([CH3:18])[CH3:19])[CH2:20][c:21]1[cH:22][cH:23][c:24]([Cl:27])[cH:25][cH:26]1)=[O:28].[OH:33][OH:34]>>[C:10]([CH:11]([CH2:12][C:13](=[O:14])[O:15][C:16]([CH3:17])([CH3:18])[CH3:19])[CH2:20][c:21]1[cH:22][cH:23][c:24]([Cl:27])[cH:25][cH:26]1)([OH:28])=[O:33]. Reactants: CCCC[N+](C)(CCCC)CCCC, Cc1ccccc1, [Cl-], N#CCc1ccccc1Cl, ClCCN1CCCCC1, [Na+], [OH-], O. Product: N#CC(CCN1CCCCC1)c1ccccc1Cl. Reaction SMILES: [CH3:23][N+:24]([CH2:25][CH2:26][CH2:27][CH3:28])([CH2:29][CH2:30][CH2:31][CH3:32])[CH2:33][CH2:34][CH2:35][CH3:36].[CH3:38][c:39]1[cH:40][cH:41][cH:42][cH:43][cH:44]1.[Cl-:22].[Cl:12][c:13]1[c:14]([CH2:19][C:20]#[N:21])[cH:15][cH:16][cH:17][cH:18]1.[Cl:3][CH2:4][CH2:5][N:6]1[CH2:7][CH2:8][CH2:9][CH2:10][CH2:11]1.[Na+:2].[OH-:1].[OH2:37]>>[CH2:4]([CH2:5][N:6]1[CH2:7][CH2:8][CH2:9][CH2:10][CH2:11]1)[CH:19]([c:14]1[c:13]([Cl:12])[cH:18][cH:17][cH:16][cH:15]1)[C:20]#[N:21].